This data is from the Open Reaction Database (ORD), a public repository of structured organic reaction records. The task is: describe an organic reaction: reactants, conditions, products, and yield The reactants are N (ammonia), N-(3-dimethylaminopropyl)-N-ethylcarbodiamide hydrochloride, C(#N)C=1C=C(C=NC1)C#CC=1C=CC(=C(C(=O)O)C1)F (5-(5-cyanopyridin-3-ylethynyl)-2-fluorobenzoic acid), O.ON1N=NC2=C1C=CC=C2 (1-hydroxybenzotriazole hydrate). The solvent is CN(C=O)C (N,N-dimethylformamide), CN(C=O)C (N,N-dimethylformamide), C(C)(=O)OCC (ethyl acetate). Run at time 5 minute. Product: C(#N)C=1C=C(C=NC1)C#CC=1C=CC(=C(C(=O)N)C1)F (5-(5-Cyanopyridin-3-ylethynyl)-2-fluorobenzamide). Yield: 42.2%. RXN SMILES: [C:1]([C:3]1[CH:4]=[C:5]([C:9]#[C:10][C:11]2[CH:12]=[CH:13][C:14]([F:20])=[C:15]([CH:19]=2)[C:16](O)=[O:17])[CH:6]=[N:7][CH:8]=1)#[N:2].O.O[N:23]1C2C=CC=CC=2N=N1.N>CN(C)C=O.C(OCC)(=O)C>[C:1]([C:3]1[CH:4]=[C:5]([C:9]#[C:10][C:11]2[CH:12]=[CH:13][C:14]([F:20])=[C:15]([CH:19]=2)[C:16]([NH2:23])=[O:17])[CH:6]=[N:7][CH:8]=1)#[N:2] |f:1.2|. Procedure details: Add N-(3-dimethylaminopropyl)-N-ethylcarbodiamide hydrochloride (128 mg, 0.66 mmol) to a solution of 5-(5-cyanopyridin-3-ylethynyl)-2-fluorobenzoic acid (prepared as described in EXAMPLE 120), (158 mg, 0.59 mmol) and 1-hydroxybenzotriazole hydrate (87 mg, 0.64 mmol) in N,N-dimethylformamide (5 mL) and stir for 5 min to form a gel. Add additional N,N-dimethylformamide (4 mL) to enable stirring of the reaction mixture and stir for 0.5 h. Bubble anhydrous ammonia gas through the reaction mixture fo... Starting materials: N1=C(C=CC=C1)CCNC(=O)C=1C(=NC(=NC1)N1CCCCC1)S (4-mercapto-2-piperidin-1-yl-pyrimidine-5-carboxylic acid (2-pyridin-2-yl-ethyl)-amide), II (iodine). The product is N1(CCCCC1)C1=NC=C2C(=N1)SN(C2=O)CCC2=NC=CC=C2 (6-piperidin-1-yl-2-(2-pyridin-2-yl-ethyl)-isothiazolo [5,4-d]pyrimidin-3-one). Yield: 65.2%. Reaction SMILES: [N:1]1[CH:6]=[CH:5][CH:4]=[CH:3][C:2]=1[CH2:7][CH2:8][NH:9][C:10]([C:12]1[C:13]([SH:24])=[N:14][C:15]([N:18]2[CH2:23][CH2:22][CH2:21][CH2:20][CH2:19]2)=[N:16][CH:17]=1)=[O:11].II>>[N:18]1([C:15]2[N:14]=[C:13]3[S:24][N:9]([CH2:8][CH2:7][C:2]4[CH:3]=[CH:4][CH:5]=[CH:6][N:1]=4)[C:10](=[O:11])[C:12]3=[CH:17][N:16]=2)[CH2:23][CH2:22][CH2:21][CH2:20][CH2:19]1. Reported procedure: Using the procedure of Example 20, 33.0 g (96.2 mmol) of 4-mercapto-2-piperidin-1-yl-pyrimidine-5-carboxylic acid (2-pyridin-2-yl-ethyl)-amide were treated with 24.4 g (96.1 mmol) of iodine to give 21.4 g of the title compound after recrystallization from aqueous ethanol, mp 109°-110° C. Starting materials: CCCCCC1(CCCCC)Cc2c(cc(C(C)(C)C)c(O)c2C(C)(C)C)O1, CS(=O)(=O)O, ClCCl, O. Yields the product CCCCCC1(CCCCC)Cc2cc(O)c(C(C)(C)C)cc2O1. RXN SMILES: [C:1]([CH3:2])([CH3:3])([CH3:4])[c:5]1[c:6]([OH:28])[c:7]([C:24]([CH3:25])([CH3:26])[CH3:27])[cH:8][c:9]2[c:10]1[CH2:11][C:12]([CH2:14][CH2:15][CH2:16][CH2:17][CH3:18])([CH2:19][CH2:20][CH2:21][CH2:22][CH3:23])[O:13]2.[CH3:29][S:30](=[O:31])(=[O:32])[OH:33].[Cl:35][CH2:36][Cl:37].[OH2:34]>>[cH:5]1[c:6]([OH:28])[c:7]([C:24]([CH3:25])([CH3:26])[CH3:27])[cH:8][c:9]2[c:10]1[CH2:11][C:12]([CH2:14][CH2:15][CH2:16][CH2:17][CH3:18])([CH2:19][CH2:20][CH2:21][CH2:22][CH3:23])[O:13]2. Reactants: FC(C=1C=C(C=CC1)C1C=2C(CCCC2NC=2CCCC(C12)=O)=O)(F)F (9-(3-trifluoromethylphenyl)-3,4,6,7,9,10-hexahydro-1,8(2H,5H)-acridinedione), [BH4-].[Na+] (sodium borohydride). Solvent: C(C)O (ethanol). Run at temperature 70 celsius. The product is FC(C=1C=C(C=CC1)C1C=2CCCCC2NC=2CCCC(C12)=O)(F)F (9-(3-Trifluoromethylphenyl)-3,4,5,6,7,8,9,10-octahydro-1(2H)-acridinone). Isolated yield 52.0%. Reaction SMILES: [F:1][C:2]([F:26])([F:25])[C:3]1[CH:4]=[C:5]([CH:9]2[C:22]3[C:21](=[O:23])[CH2:20][CH2:19][CH2:18][C:17]=3[NH:16][C:15]3[CH2:14][CH2:13][CH2:12][C:11](=O)[C:10]2=3)[CH:6]=[CH:7][CH:8]=1.[BH4-].[Na+]>C(O)C>[F:26][C:2]([F:1])([F:25])[C:3]1[CH:4]=[C:5]([CH:9]2[C:22]3[C:21](=[O:23])[CH2:20][CH2:19][CH2:18][C:17]=3[NH:16][C:15]3[CH2:14][CH2:13][CH2:12][CH2:11][C:10]2=3)[CH:6]=[CH:7][CH:8]=1 |f:1.2|. Procedure: A mixture of 9-(3-trifluoromethylphenyl)-3,4,6,7,9,10-hexahydro-1,8(2H,5H)-acridinedione (2.0 g), sodium borohydride (2.1 g) and ethanol (50 mL) was heated at 70° C. overnight and cooled to room temperature. The mixture was partitioned between water and ethyl acetate; the organic layer dried, filtered and concentrated. Chromatography (eluant: methylene chloride/methanol; 98/2) and recrystallization from ethanol/hexane provided the title compound (1.0 g) as a yellow solid, m.p. 250°-251° C.; NMR:... Yields the product FC1=C(C=C(C(=C1)C)C=1C(=NC2=CC(=NC=C2C1)NC)C)NC(=O)NCCC1=CC=CC=C1 (1-(2-fluoro-4-methyl-5-(2-methyl-7-(methylamino)-1,6-naphthyridin-3-yl)phenyl)-3-phenethylurea). Run in O1CCOCC1 (dioxane). The yield is 77.0%. Reported procedure: Add 1-methylpyrrolidine (0.075 mL, 0.717 mmol) to a solution of prop-1-en-2-yl(3-(4-fluoro-2-methyl-5-(((prop-1-en-2-yloxy)carbonyl)amino)phenyl)-2-methyl-1,6-naphthyridin-7-yl)(methyl)carbamate (0.333 g, 0.717 mmol) and phenethylamine (0.091 g, 0.753 mmol) in dioxane (6 mL) and heat at 50° C. overnight. Cool to RT, add satd. NaHCO3, extract with EtOAc (3×), dry the combined organics over MgSO4 and concentrate to dryness. Dissolve the residue in dioxane (10 mL), add NaOH (1.0M, 2 mL), stir at RT... Reaction SMILES: CN1CCCC1.C=C(OC(=O)[N:12]([C:14]1[CH:23]=[C:22]2[C:17]([CH:18]=[C:19]([C:25]3[CH:30]=[C:29]([NH:31][C:32](OC(C)=C)=[O:33])[C:28]([F:38])=[CH:27][C:26]=3[CH3:39])[C:20]([CH3:24])=[N:21]2)=[CH:16][N:15]=1)[CH3:13])C.[CH2:41]([NH2:49])[CH2:42][C:43]1[CH:48]=[CH:47][CH:46]=[CH:45][CH:44]=1>O1CCOCC1>[F:38][C:28]1[CH:27]=[C:26]([CH3:39])[C:25]([C:19]2[C:20]([CH3:24])=[N:21][C:22]3[C:17]([CH:18]=2)=[CH:16][N:15]=[C:14]([NH:12][CH3:13])[CH:23]=3)=[CH:30][C:29]=1[NH:31][C:32]([NH:49][CH2:41][CH2:42][C:43]1[CH:48]=[CH:47][CH:46]=[CH:45][CH:44]=1)=[O:33]. Conditions: temperature 50 celsius, time 2 hour. Starting materials: CN1CCCC1 (1-methylpyrrolidine), C=C(C)OC(N(C)C1=NC=C2C=C(C(=NC2=C1)C)C1=C(C=C(C(=C1)NC(=O)OC(=C)C)F)C)=O (prop-1-en-2-yl(3-(4-fluoro-2-methyl-5-(((prop-1-en-2-yloxy)carbonyl)amino)phenyl)-2-methyl-1,6-naphthyridin-7-yl)(methyl)carbamate), C(CC1=CC=CC=C1)N (phenethylamine). Reactants: ClC1=NC=NC2=CC3=C(C=C12)OC(CO3)COC (4-chloro-7-methoxymethyl-[1,4]dioxano[2,3-g]quinazoline), ClC=1C=C(N)C=C(C1)Cl (3,5-dichloroaniline). The product is ClC=1C=C(C=C(C1)Cl)NC1=NC=NC2=CC3=C(C=C12)OC(CO3)COC ((3,5-dichlorophenyl)-(7-methoxymethyl-[1,4]-dioxano[2,3-g]quinazolin-4-yl)-amine). Isolated yield 85.0%. Reaction SMILES: Cl[C:2]1[C:11]2[C:6](=[CH:7][C:8]3[O:15][CH2:14][CH:13]([CH2:16][O:17][CH3:18])[O:12][C:9]=3[CH:10]=2)[N:5]=[CH:4][N:3]=1.[Cl:19][C:20]1[CH:21]=[C:22]([CH:24]=[C:25]([Cl:27])[CH:26]=1)[NH2:23]>>[Cl:19][C:20]1[CH:21]=[C:22]([NH:23][C:2]2[C:11]3[C:6](=[CH:7][C:8]4[O:15][CH2:14][CH:13]([CH2:16][O:17][CH3:18])[O:12][C:9]=4[CH:10]=3)[N:5]=[CH:4][N:3]=2)[CH:24]=[C:25]([Cl:27])[CH:26]=1. Procedure: The titled compound (20 mg, 80%, m.p. 269-274° C.) was prepared in a similar manner as in Example 8, except for employing 4-chloro-7-methoxymethyl-[1,4]dioxano[2,3-g]quinazoline (17 mg, 0.06 mmol) and 3,5-dichloroaniline (21 mg, 0.12 mmol). The reactants are C(CCC=CCCCCCCCCC)NC1=C(C=CC=C1)C(C(=O)O)C (2-(4-tetradecenylamino)phenylpropionic acid), B(F)(F)F.CCOCC (boron trifluoride etherate), OCC(O)CO (glycerol), B(F)(F)F.CCOCC (boron trifluoride etherate). The solvent is C1(=CC=CC=C1)C (toluene). Run at time 120 hour. The product is C(CCC=CCCCCCCCCC)NC1=C(C=CC=C1)C(C(=O)OCC(CO)O)C (2,3-Dihydroxypropyl 2-(4-tetradecenylamino)phenylpropionate). As a reaction SMILES: [CH2:1]([NH:15][C:16]1[CH:21]=[CH:20][CH:19]=[CH:18][C:17]=1[CH:22]([CH3:26])[C:23]([OH:25])=[O:24])[CH2:2][CH2:3][CH:4]=[CH:5][CH2:6][CH2:7][CH2:8][CH2:9][CH2:10][CH2:11][CH2:12][CH2:13][CH3:14].[OH:27][CH2:28][CH:29]([CH2:31]O)[OH:30].B(F)(F)F.CCOCC>C1(C)C=CC=CC=1>[CH2:1]([NH:15][C:16]1[CH:21]=[CH:20][CH:19]=[CH:18][C:17]=1[CH:22]([CH3:26])[C:23]([O:25][CH2:31][CH:29]([OH:30])[CH2:28][OH:27])=[O:24])[CH2:2][CH2:3][CH:4]=[CH:5][CH2:6][CH2:7][CH2:8][CH2:9][CH2:10][CH2:11][CH2:12][CH2:13][CH3:14] |f:2.3|. Reported procedure: A solution of 11.8 g. of 2-(4-tetradecenylamino)phenylpropionic acid, 1.00 g. of glycerol, and 5.35 ml. of boron trifluoride etherate in 200 ml. of toluene is stirred under reflux for 48 hours. The solution is treated with an additional 5.35 ml. of boron trifluoride etherate and refluxing is continued for 120 hours. Dilution with water and methylene chloride followed by filtration affords the product as a white solid. Reactants: BrN1C(CCC1=O)=O (N-bromosuccinimide), C(C1=CC=CC=C1)(=O)OOC(C1=CC=CC=C1)=O (benzoyl peroxide), C(C)OC(\C=C(/C)\OC=1C=NC(=CC1)C)=O ((E)-3-(6-methyl-pyridin-3-yloxy)-but-2-enoic acid ethyl ester). Solvent: C(Cl)(Cl)(Cl)Cl (carbon tetrachloride). Yields the product C(C)OC(\C=C(/CBr)\OC=1C=NC(=CC1)C)=O ((E)-4-bromo-3-(6-methyl-pyridin-3-yloxy)-but-2-enoic acid ethyl ester). The yield is 43.7%. Reaction SMILES: [CH2:1]([O:3][C:4](=[O:16])/[CH:5]=[C:6](/[O:8][C:9]1[CH:10]=[N:11][C:12]([CH3:15])=[CH:13][CH:14]=1)\[CH3:7])[CH3:2].[Br:17]N1C(=O)CCC1=O.C(OOC(=O)C1C=CC=CC=1)(=O)C1C=CC=CC=1>C(Cl)(Cl)(Cl)Cl>[CH2:1]([O:3][C:4](=[O:16])/[CH:5]=[C:6](/[O:8][C:9]1[CH:10]=[N:11][C:12]([CH3:15])=[CH:13][CH:14]=1)\[CH2:7][Br:17])[CH3:2]. Procedure: To a stirred mixture of (E)-3-(6-methyl-pyridin-3-yloxy)-but-2-enoic acid ethyl ester (3.50 g, 0.016 mol) in carbon tetrachloride (25 mL) under a nitrogen atmosphere was added N-bromosuccinimide (4.23 g, 0.024 mol) and benzoyl peroxide (383 mg, 0.002 mol). Nitrogen gas was bubbled through the mixture for 5 min, and the resulting mixture was heated to reflux for 4 h. The reaction mixture was then placed in the refrigerator overnight. The solids formed were removed by filtration and the filtrate c...